This data is from the Open Reaction Database (ORD), a public repository of structured organic reaction records. The task is: describe an organic reaction: reactants, conditions, products, and yield Reactants: ClC1=C(C=CC(=C1)Cl)C1=NC(=NC=C1N1C=NC=C1)CCN (4-(2,4-dichlorophenyl)-5-imidazol-1-ylpyrimidin-2-ylethylamine), ClC1=NC=NC(=C1)Cl (4,6-dichloropyrimidine), ClC1=C(C=CC(=C1)Cl)C1=NC(=NC=C1C=1NC=CN1)NCCNC1=NC(=C(C=C1)[N+](=O)[O-])OC ([4-(2,4-dichlorophenyl)-5-imidazol-2-ylpyrimidin-2-yl]{2-[(6-methoxy-5-nitro(2-pyridyl))amino]ethyl}amine). The product is ClC1=C(C=CC(=C1)Cl)C1=NC(=NC=C1C=1NC=CN1)NCCNC1=NC=NC(=C1)Cl ([4-(2,4-dichlorophenyl)-5-imidazolylpyrimidin-2-yl]{2-[(6-chloropyrimidin-4-yl)-amino]ethyl}amine). As a reaction SMILES: ClC1C=C(Cl)C=CC=1C1C(N2C=CN=C2)=CN=C(CCN)N=1.Cl[C:24]1[CH:29]=[C:28]([Cl:30])[N:27]=[CH:26][N:25]=1.[Cl:31][C:32]1[CH:37]=[C:36]([Cl:38])[CH:35]=[CH:34][C:33]=1[C:39]1[C:44]([C:45]2[NH:46][CH:47]=[CH:48][N:49]=2)=[CH:43][N:42]=[C:41]([NH:50][CH2:51][CH2:52][NH:53]C2C=CC([N+]([O-])=O)=C(OC)N=2)[N:40]=1>>[Cl:31][C:32]1[CH:37]=[C:36]([Cl:38])[CH:35]=[CH:34][C:33]=1[C:39]1[C:44]([C:45]2[NH:49][CH:48]=[CH:47][N:46]=2)=[CH:43][N:42]=[C:41]([NH:50][CH2:51][CH2:52][NH:53][C:24]2[CH:29]=[C:28]([Cl:30])[N:27]=[CH:26][N:25]=2)[N:40]=1. Reported procedure: [4-(2,4-dichlorophenyl)-5-imidazolylpyrimidin-2-yl]{2-[(6-chloropyrimidin-4-yl)-amino]ethyl}amine was prepared from [4-(2,4-dichlorophenyl)-5-imidazol-1-ylpyrimidin-2-ylethylamine and 4,6-dichloropyrimidine in accordance with the procedure described above for the preparation of [4-(2,4-dichlorophenyl)-5-imidazol-2-ylpyrimidin-2-yl]{2-[(6-methoxy-5-nitro(2-pyridyl))amino]ethyl}amine.